This data is from the Open Reaction Database (ORD), a public repository of structured organic reaction records. The task is: describe an organic reaction: reactants, conditions, products, and yield The reactants are NC1=C(C=CC(=C1)OC=1C(=CSC1)C(=O)O)C (4-(2-amino-p-tolyloxy)-3-thiophenecarboxylic acid), [H-].[Al+3].[Li+].[H-].[H-].[H-] (lithium aluminum hydride), Cl (hydrochloric acid). Solvent: CCOCC (ether). Yields the product Cl.NC1=C(C=CC(=C1)OC=1C(=CSC1)CO)C (4-(2-amino-p-tolyloxy)-3-thiophenemethanol hydrochloride). Reaction SMILES: [NH2:1][C:2]1[CH:7]=[C:6]([O:8][C:9]2[C:10]([C:14](O)=[O:15])=[CH:11][S:12][CH:13]=2)[CH:5]=[CH:4][C:3]=1[CH3:17].[H-].[Al+3].[Li+].[H-].[H-].[H-].[ClH:24]>CCOCC>[ClH:24].[NH2:1][C:2]1[CH:7]=[C:6]([O:8][C:9]2[C:10]([CH2:14][OH:15])=[CH:11][S:12][CH:13]=2)[CH:5]=[CH:4][C:3]=1[CH3:17] |f:1.2.3.4.5.6,9.10|. Reported procedure: When the hydrochloride (XI) in water is stirred with acetic anhydride and sodium acetate trihydrate is added, the product is collected and recrystallized from acetone-hexane to provide N-ethyl-6'-[4-(hydroxymethyl)-3-thienyloxy]-m-acetotoluidide (XII). When 4-(2-amino-p-tolyloxy)-3-thiophenecarboxylic acid (IX) and lithium aluminum hydride in ether is refluxed for 16 hours and the product is treated with alcoholic hydrochloric acid, 4-(2-amino-p-tolyloxy)-3-thiophenemethanol hydrochloride (XIII)... Starting materials: O (water), CN1CCC(CC1)(OC1=C(C=CC=C1)[N+](=O)[O-])C#C (1-methyl-4-ethynyl-4-(2-nitrophenoxy)piperidine), Cl (hydrochloride), C1(=CC=CC=C1)OC(=O)Cl (phenylchloroformate). Run in C(Cl)Cl (methylene chloride), C(Cl)Cl (methylene chloride). Reaction conditions: time 1 hour. The product is O(C1=CC=CC=C1)C(=O)N1CCC(CC1)(OC1=C(C=CC=C1)[N+](=O)[O-])C#C (1-Phenoxycarbonyl-4-ethynyl-4-(2-nitrophenoxy)piperidine). Reaction SMILES: C[N:2]1[CH2:7][CH2:6][C:5]([C:18]#[CH:19])([O:8][C:9]2[CH:14]=[CH:13][CH:12]=[CH:11][C:10]=2[N+:15]([O-:17])=[O:16])[CH2:4][CH2:3]1.Cl.[C:21]1([O:27][C:28](Cl)=[O:29])[CH:26]=[CH:25][CH:24]=[CH:23][CH:22]=1.O>C(Cl)Cl>[O:27]([C:28]([N:2]1[CH2:3][CH2:4][C:5]([C:18]#[CH:19])([O:8][C:9]2[CH:14]=[CH:13][CH:12]=[CH:11][C:10]=2[N+:15]([O-:17])=[O:16])[CH2:6][CH2:7]1)=[O:29])[C:21]1[CH:26]=[CH:25][CH:24]=[CH:23][CH:22]=1. Reported procedure: To a solution of 1-methyl-4-ethynyl-4-(2-nitrophenoxy)piperidine (liberated from 10.0 g of the hydrochloride) in 45 ml of methylene chloride was added dropwise a solution of 5.8 g of phenylchloroformate in 45 ml of methylene chloride. The mixture was stirred at room temperature for 1 hr and at reflux, under nitrogen, for 16 hrs. The solution was allowed to cool to room temperature, poured into water, extracted with methylene chloride, washed with saturated sodium chloride solution and dried over... Reactants: FC1=C(C(=O)NC2=NC(=CC=C2)C(=O)C2CCNCC2)C(=CC(=C1)F)F (2,4,6-trifluoro-N-[6-(piperidin-4-ylcarbonyl)-pyridin-2-yl]-benzamide), C(CC)=O (propionaldehyde), [Na] (sodium), C(C)(=O)O (acetic acid). Solvent: ClCCl (dichloromethane), CO (methanol). Reaction conditions: time 1.5 hour. Yields the product FC1=C(C(=O)NC2=NC(=CC=C2)C(=O)C2CCN(CC2)CCC)C(=CC(=C1)F)F (2,4,6-Trifluoro-N-[6-(1-propylpiperidin-4-ylcarbonyl)-pyridin-2-yl]-benzamide), base. Reaction SMILES: [F:1][C:2]1[CH:24]=[C:23]([F:25])[CH:22]=[C:21]([F:26])[C:3]=1[C:4]([NH:6][C:7]1[CH:12]=[CH:11][CH:10]=[C:9]([C:13]([CH:15]2[CH2:20][CH2:19][NH:18][CH2:17][CH2:16]2)=[O:14])[N:8]=1)=[O:5].[CH:27](=O)[CH2:28][CH3:29].[Na].C(O)(=O)C>CO.ClCCl>[F:26][C:21]1[CH:22]=[C:23]([F:25])[CH:24]=[C:2]([F:1])[C:3]=1[C:4]([NH:6][C:7]1[CH:12]=[CH:11][CH:10]=[C:9]([C:13]([CH:15]2[CH2:16][CH2:17][N:18]([CH2:27][CH2:28][CH3:29])[CH2:19][CH2:20]2)=[O:14])[N:8]=1)=[O:5] |^1:30|. Procedure details: Mix 2,4,6-trifluoro-N-[6-(piperidin-4-ylcarbonyl)-pyridin-2-yl]-benzamide (50 mg), propionaldehyde (80 mg), sodium triacetoxyborobydride (38 mg) and acetic acid (21 mg) with dichloromethane (5 mL) and stir for 1.5 hrs. Dilute with methanol and load on a SCX column (10 g), wash with methanol, elute the product with 2M NH3-methanol. Purify the product on a silica gel column (10 g, dichloromethane/2M NH3 in methanol, gradient) to obtain the title compound as a free base (26 mg). Mass spectrum (elec... Starting materials: C1(CCCCC1)C=O (cyclohexanecarboxaldehyde), Cl.NO (hydroxylamine hydrochloride), N1=CC=CC=C1 (pyridine). Run in C(C)O (ethanol). Yields the product C1(CCCCC1)C=NO (cyclohexanecarboxaldehyde oxime). As a reaction SMILES: [CH:1]1([CH:7]=O)[CH2:6][CH2:5][CH2:4][CH2:3][CH2:2]1.Cl.[NH2:10][OH:11].N1C=CC=CC=1>C(O)C>[CH:1]1([CH:7]=[N:10][OH:11])[CH2:6][CH2:5][CH2:4][CH2:3][CH2:2]1 |f:1.2|. Procedure: A solution of cyclohexanecarboxaldehyde (11.2 g, 100 mmol), hydroxylamine hydrochloride (7.2 g, 104 mmol) and pyridine (8.5 mL) in ethanol (150 mL) was stirred for 18 hours, then concentrated in vacuo. The residue was taken up in 10% aqueous citric acid and extracted with ethyl acetate (3×150 mL). The organics were combined, dried over MgSO4 and concentrated to afford cyclohexanecarboxaldehyde oxime which was used directly in the next step. The reactants are CCOC(=CC1(c2ccccc2C(F)(F)F)CCC1)C(=O)O, CC(=O)O, O, O=S(=O)(O)O. Product: O=C(O)C(=O)CC1(c2ccccc2C(F)(F)F)CCC1. As a reaction SMILES: [CH2:1]([CH3:2])[O:3][C:4]([C:5](=[O:6])[OH:7])=[CH:8][C:9]1([c:13]2[c:14]([C:19]([F:20])([F:21])[F:22])[cH:15][cH:16][cH:17][cH:18]2)[CH2:10][CH2:11][CH2:12]1.[CH3:23][C:24](=[O:25])[OH:26].[OH2:27].[S:28](=[O:29])(=[O:30])([OH:31])[OH:32]>>[O:3]=[C:4]([C:5](=[O:6])[OH:7])[CH2:8][C:9]1([c:13]2[c:14]([C:19]([F:20])([F:21])[F:22])[cH:15][cH:16][cH:17][cH:18]2)[CH2:10][CH2:11][CH2:12]1. The reactants are CCOCC (ether), N1=CC=C(C=C1)C (4-Picoline), BrCCCCCC (1-bromohexane), CN(C1=CC=C(C=O)C=C1)C (4-dimethylaminobenzaldehyde), N1CCCCC1 (piperdine). Run in CO (Methanol). The product is [Br-].CN(C1=CC=C(C=CC2=[N+](C=CC=C2)CCCCCCCCCCCC)C=C1)C (2-[4-(dimethylamino)styryl]-1-dodecylpyridinium bromide). As a reaction SMILES: [N:1]1[CH:6]=[CH:5][C:4](C)=[CH:3][CH:2]=1.[Br:8][CH2:9][CH2:10][CH2:11][CH2:12][CH2:13][CH3:14].[CH3:15][N:16]([CH3:25])[C:17]1[CH:24]=[CH:23][C:20]([CH:21]=O)=[CH:19][CH:18]=1.N1[CH2:31][CH2:30][CH2:29][CH2:28][CH2:27]1.[CH3:32][CH2:33]OCC>CO>[Br-:8].[CH3:15][N:16]([CH3:25])[C:17]1[CH:24]=[CH:23][C:20]([CH:21]=[CH:14][C:13]2[CH:12]=[CH:11][CH:10]=[CH:9][N+:1]=2[CH2:6][CH2:5][CH2:4][CH2:3][CH2:2][CH2:27][CH2:28][CH2:29][CH2:30][CH2:31][CH2:32][CH3:33])=[CH:19][CH:18]=1 |f:6.7|. Procedure details: 4-Picoline (2.79 g, 0.03 mole) and 1-bromohexane (4.25 ml, 0.03 mole) were heated in an oil bath at 130° C. for 2 hours. The resulting brown oil was cooled. Methanol (40 ml), 4-dimethylaminobenzaldehyde (4.5 g, 0.03 mole) and piperdine (0.25 ml) were added. The mixture was refluxed for 3 hours and cooled. A large volume of ether was added to form a crystalline product which was recrystallised by dissolving in isopropyl alcohol and adding ether to give crystals of 4-[4-(dimethylamino)styryl]-1-he... Procedure details: To a solution of 45 mg (0.11 mmol) of cis-3-[4-amino-5-(3benzyloxy-phenyl)pyrrolo[2,3-d]pyrimidin-7-yl]-cyclobutanecarboxylic acid in 2 ml of N,N-dimethylformamide is added 36 mg (0.12 mmol) of O-(1,2-dihydro-2-oxo-1-pyridyl)-1,1,3,3-tetramethyluronium tetrafluoroborate and 39 μl (0.23 mmol) of diisopropylethylamine. 40 μl of a 5.6 M solution of dimethylamine are added thereto. After stirring the solution for 15 min at RT, working-up is effected by partitioning between water and ethyl acetate. T... Run in CN(C=O)C (N,N-dimethylformamide). Reaction conditions: time 15 minute. The reactants are NC=1C2=C(N=CN1)N(C=C2C2=CC(=CC=C2)OCC2=CC=CC=C2)[C@H]2C[C@H](C2)C(=O)O (cis-3-[4-amino-5-(3benzyloxy-phenyl)pyrrolo[2,3-d]pyrimidin-7-yl]-cyclobutanecarboxylic acid), F[B-](F)(F)F.O=C1N(C=CC=C1)OC(=[N+](C)C)N(C)C (O-(1,2-dihydro-2-oxo-1-pyridyl)-1,1,3,3-tetramethyluronium tetrafluoroborate), C(C)(C)N(CC)C(C)C (diisopropylethylamine), solution, CNC (dimethylamine). Reaction SMILES: [NH2:1][C:2]1[C:3]2[C:10]([C:11]3[CH:16]=[CH:15][CH:14]=[C:13]([O:17][CH2:18][C:19]4[CH:24]=[CH:23][CH:22]=[CH:21][CH:20]=4)[CH:12]=3)=[CH:9][N:8]([C@@H:25]3[CH2:28][C@H:27]([C:29](O)=[O:30])[CH2:26]3)[C:4]=2[N:5]=[CH:6][N:7]=1.F[B-](F)(F)F.O=[C:38]1C=CC=[CH:40][N:39]1OC(N(C)C)=[N+](C)C.C(N(C(C)C)CC)(C)C.CNC>CN(C)C=O>[CH3:38][N:39]([CH3:40])[C:29]([C@H:27]1[CH2:28][C@@H:25]([N:8]2[C:4]3[N:5]=[CH:6][N:7]=[C:2]([NH2:1])[C:3]=3[C:10]([C:11]3[CH:16]=[CH:15][CH:14]=[C:13]([O:17][CH2:18][C:19]4[CH:20]=[CH:21][CH:22]=[CH:23][CH:24]=4)[CH:12]=3)=[CH:9]2)[CH2:26]1)=[O:30] |f:1.2|. Product: CN(C(=O)[C@@H]1C[C@@H](C1)N1C=C(C2=C1N=CN=C2N)C2=CC(=CC=C2)OCC2=CC=CC=C2)C (cis-3-[4-amino-5-(3-benzyloxy-phenyl)pyrrolo[2,3-d]pyrimidin-7-yl]-cyclobutanecarboxylic acid dimethylamide). Starting materials: CC(C)[S-].[Na+] (Sodium 2-propanethiolate), FC1=C(N)C(=CC=C1F)[N+](=O)[O-] (2,3-difluoro-6-nitroaniline). Run in CN(C)C=O (DMF), CCOC(=O)C (EtOAc). Conditions: time 16 hour. The product is FC1=C(N)C(=CC=C1SC(C)C)[N+](=O)[O-] (2-Fluoro-3-(isopropylsulphanyl)-6-nitroaniline). Isolated yield 106.2%. RXN SMILES: [CH3:1][CH:2]([S-:4])[CH3:3].[Na+].[F:6][C:7]1[C:13](F)=[CH:12][CH:11]=[C:10]([N+:15]([O-:17])=[O:16])[C:8]=1[NH2:9]>CN(C=O)C.CCOC(C)=O>[F:6][C:7]1[C:13]([S:4][CH:2]([CH3:3])[CH3:1])=[CH:12][CH:11]=[C:10]([N+:15]([O-:17])=[O:16])[C:8]=1[NH2:9] |f:0.1|. Procedure details: Sodium 2-propanethiolate (5.66 g) was added to a solution of 2,3-difluoro-6-nitroaniline (10.04 g) in DMF (200 ml). The mixture was stirred at ambient temperature for 16 hours and then diluted with EtOAc (300 ml) and washed with brine (500 ml). The washing was extracted with EtOAc (300 ml). The organic phases were combined, washed with brine (500 ml), dried and volatile material was removed by evaporation to give the title compound (14.1 g) as a solid. NMR: 1.30 (d, 6H), 3.70 (septet, 1H), 6.70 ... The reactants are CC(C)(C)OC(=O)N1CCC(CNC2CC2)CC1, Cc1cc(C(=O)N2Cc3cnn(C)c3Nc3ccccc32)ccc1CCC(=O)O, CCOC(C)=O, CCN(C(C)C)C(C)C, ClCCl. Yields the product Cc1cc(C(=O)N2Cc3cnn(C)c3Nc3ccccc32)ccc1CCC(=O)N(CC1CCN(C(=O)OC(C)(C)C)CC1)C1CC1. As a reaction SMILES: [C:30]([CH3:31])([CH3:32])([CH3:33])[O:34][C:35](=[O:36])[N:37]1[CH2:38][CH2:39][CH:40]([CH2:43][NH:44][CH:45]2[CH2:46][CH2:47]2)[CH2:41][CH2:42]1.[CH3:1][c:2]1[c:3]([CH2:25][CH2:26][C:27](=[O:28])[OH:29])[cH:4][cH:5][c:6]([C:8](=[O:9])[N:10]2[c:11]3[c:12]([cH:21][cH:22][cH:23][cH:24]3)[NH:13][c:14]3[n:15]([CH3:20])[n:16][cH:17][c:18]3[CH2:19]2)[cH:7]1.[CH3:60][CH2:61][O:62][C:63]([CH3:64])=[O:65].[CH:48]([N:49]([CH2:50][CH3:51])[CH:52]([CH3:53])[CH3:54])([CH3:55])[CH3:56].[Cl:57][CH2:58][Cl:59]>>[CH3:1][c:2]1[c:3]([CH2:25][CH2:26][C:27](=[O:28])[N:44]([CH2:43][CH:40]2[CH2:39][CH2:38][N:37]([C:35]([O:34][C:30]([CH3:31])([CH3:32])[CH3:33])=[O:36])[CH2:42][CH2:41]2)[CH:45]2[CH2:46][CH2:47]2)[cH:4][cH:5][c:6]([C:8](=[O:9])[N:10]2[c:11]3[c:12]([cH:21][cH:22][cH:23][cH:24]3)[NH:13][c:14]3[n:15]([CH3:20])[n:16][cH:17][c:18]3[CH2:19]2)[cH:7]1. The reactants are N[C@@H]1[C@@H](CCCC1)NC(C1=C(C=C(C=C1C(F)(F)F)C(F)(F)F)OC)=O (cis-N-(2-Amino-cyclohexyl)-2-methoxy-4,6-bis-trifluoromethyl-benzamide), N[C@@H]1[C@@H](CCCC1)NC(C1=C(C=C(C=C1C(F)(F)F)C(F)(F)F)OC)=O (cis-N-(2-Amino-cyclohexyl)-2-methoxy-4,6-bis-trifluoromethyl-benzamide), C(C1=CC=CC=C1)=O (benzaldehyde). The product is C(C1=CC=CC=C1)NC1C(CCCC1)NC(C1=C(C=C(C=C1C(F)(F)F)C(F)(F)F)OC)=O (N-((1RS,2SR)-2-Benzylamino-cyclohexyl)-2-methoxy-4,6-bis-trifluoromethyl-benzamide). As a reaction SMILES: [NH2:1][C@H:2]1[CH2:7][CH2:6][CH2:5][CH2:4][C@H:3]1[NH:8][C:9](=[O:26])[C:10]1[C:15]([C:16]([F:19])([F:18])[F:17])=[CH:14][C:13]([C:20]([F:23])([F:22])[F:21])=[CH:12][C:11]=1[O:24][CH3:25].[CH:27](=O)[C:28]1[CH:33]=[CH:32][CH:31]=[CH:30][CH:29]=1>>[CH2:27]([NH:1][CH:2]1[CH2:7][CH2:6][CH2:5][CH2:4][CH:3]1[NH:8][C:9](=[O:26])[C:10]1[C:15]([C:16]([F:19])([F:18])[F:17])=[CH:14][C:13]([C:20]([F:21])([F:22])[F:23])=[CH:12][C:11]=1[O:24][CH3:25])[C:28]1[CH:33]=[CH:32][CH:31]=[CH:30][CH:29]=1. Reported procedure: The title compound, colorless gum, MS: m/e=475.3 [(M+H)+], was prepared in accordance with the general method of example 11 from cis-N-(2-amino-cyclohexyl)-2-methoxy-4,6-bis-trifluoromethyl-benzamide (intermediate H) and benzaldehyde.